From a dataset of the Open Reaction Database (ORD), a public repository of structured organic reaction records. describe an organic reaction: reactants, conditions, products, and yield Reaction SMILES: [Br:1][c:2]1[cH:3][cH:4][c:5]([C:8]([F:9])([F:10])[F:11])[n:6][cH:7]1.[CH2:12]([CH2:13][CH2:25][CH3:26])[C:14]([Sn:15])=[C:16]([CH2:17][CH2:18][CH2:19][CH3:20])[CH2:21][CH2:22][CH2:23][CH3:24].[CH2:32]1[O:33][CH2:34][CH2:35][CH2:36]1.[O:27]=[CH:28][N:29]([CH3:30])[CH3:31].[OH2:37].[cH:38]1[cH:39][cH:40][c:41]([P:42]([Pd:43]([P:44]([c:45]2[cH:46][cH:47][cH:48][cH:49][cH:50]2)([c:51]2[cH:52][cH:53][cH:54][cH:55][cH:56]2)[c:57]2[cH:58][cH:59][cH:60][cH:61][cH:62]2)([P:63]([c:64]2[cH:65][cH:66][cH:67][cH:68][cH:69]2)([c:70]2[cH:71][cH:72][cH:73][cH:74][cH:75]2)[c:76]2[cH:77][cH:78][cH:79][cH:80][cH:81]2)[P:82]([c:83]2[cH:84][cH:85][cH:86][cH:87][cH:88]2)([c:89]2[cH:90][cH:91][cH:92][cH:93][cH:94]2)[c:95]2[cH:96][cH:97][cH:98][cH:99][cH:100]2)([c:101]2[cH:102][cH:103][cH:104][cH:105][cH:106]2)[c:107]2[cH:108][cH:109][cH:110][cH:111][cH:112]2)[cH:113][cH:114]1>>[c:2]1([CH:12]=[CH2:13])[cH:3][cH:4][c:5]([C:8]([F:9])([F:10])[F:11])[n:6][cH:7]1. The reactants are FC(F)(F)c1ccc(Br)cn1, CCCCC([Sn])=C(CCCC)CCCC, C1CCOC1, CN(C)C=O, O, c1ccc(P(c2ccccc2)(c2ccccc2)[Pd](P(c2ccccc2)(c2ccccc2)c2ccccc2)(P(c2ccccc2)(c2ccccc2)c2ccccc2)P(c2ccccc2)(c2ccccc2)c2ccccc2)cc1. Yields the product C=Cc1ccc(C(F)(F)F)nc1.